describe an organic reaction: reactants, conditions, products, and yield From a dataset of the Open Reaction Database (ORD), a public repository of structured organic reaction records. Starting materials: Br[Mg]C1CCOCC1, CCOCC, Cc1oc(-c2ccccc2)cc1C=O, Cl, C1CCOC1, O. Reaction SMILES: [Br:20][Mg:21][CH:22]1[CH2:23][CH2:24][O:25][CH2:26][CH2:27]1.[CH2:15]([O:16][CH2:17][CH3:18])[CH3:19].[CH3:1][c:2]1[o:3][c:4](-[c:9]2[cH:10][cH:11][cH:12][cH:13][cH:14]2)[cH:5][c:6]1[CH:7]=[O:8].[ClH:28].[O:30]1[CH2:31][CH2:32][CH2:33][CH2:34]1.[OH2:29]>>[CH3:1][c:2]1[o:3][c:4](-[c:9]2[cH:10][cH:11][cH:12][cH:13][cH:14]2)[cH:5][c:6]1[CH:7]([OH:8])[CH:22]1[CH2:23][CH2:24][O:25][CH2:26][CH2:27]1. The product is Cc1oc(-c2ccccc2)cc1C(O)C1CCOCC1. Starting materials: Cl.C(C)(C)OC1=C(C=CC=C1)N1CCNCCC1 (1-(2-isopropoxyphenyl)-1,4-diazepane hydrochloride), C(=O)([O-])[O-].[K+].[K+] (K2CO3), ClC1=C(C=CC=C1Cl)N1CCN(CCC1)CCCCOC1=CC=C2C=CC(NC2=C1)=O (7-(4-(4-(2,3-dichlorophenyl)-1,4-diazepan-1-yl)butoxy)quinolin-2(1H)-one), [Na+].[I-] (NaI). Solvent: CC#N (CH3CN), O (water). Conditions: time 8 hour. Yields the product C(C)(C)OC1=C(C=CC=C1)N1CCN(CCC1)CCCCOC1=CC=C2CCC(NC2=C1)=O (7-(4-(4-(2-isopropoxyphenyl)-1,4-diazepan-1-yl)butoxy)-3,4-dihydroquinolin-2(1H)-one). The yield is 71.7%. Reaction SMILES: Cl[C:2]1[C:7](Cl)=[CH:6][CH:5]=[CH:4][C:3]=1[N:9]1[CH2:15][CH2:14][CH2:13][N:12]([CH2:16][CH2:17][CH2:18][CH2:19][O:20][C:21]2[CH:30]=[C:29]3[C:24]([CH:25]=[CH:26][C:27](=[O:31])[NH:28]3)=[CH:23][CH:22]=2)[CH2:11][CH2:10]1.[Na+].[I-].Cl.[CH:35]([O:38]C1C=CC=CC=1N1CCCNCC1)([CH3:37])[CH3:36].C([O-])([O-])=O.[K+].[K+]>CC#N.O>[CH:35]([O:38][C:2]1[CH:7]=[CH:6][CH:5]=[CH:4][C:3]=1[N:9]1[CH2:15][CH2:14][CH2:13][N:12]([CH2:16][CH2:17][CH2:18][CH2:19][O:20][C:21]2[CH:30]=[C:29]3[C:24]([CH2:25][CH2:26][C:27](=[O:31])[NH:28]3)=[CH:23][CH:22]=2)[CH2:11][CH2:10]1)([CH3:37])[CH3:36] |f:1.2,3.4,5.6.7|. Reported procedure: A mixture of intermediate 4 (75 mg, 0.25 mmol) and NaI (75 mg, 0.5 mmol) in CH3CN was heated to reflux for 30 min and then cooled to rt. Intermediate 34 (100 mg, 0.37 mmol) and anhydrous K2CO3 (138 mg, 1.0 mmol) were added to the mixture. The resulting mixture was heated to reflux and stirred overnight. The reaction solution was diluted with water and extracted with EtOAc. The combined EtOAc layers were washed with brine, dried over anhydrous Na2SO4, concentrated in vacuo and purified by flash c...